From a dataset of the Open Reaction Database (ORD), a public repository of structured organic reaction records. describe an organic reaction: reactants, conditions, products, and yield Reactants: solution, B(Br)(Br)Br (boron tribromide), COC1=CC=C(CC2=NN=C3N2C=C(C=C3)C3=CC=CC=C3)C=C1 (3-(4-Methoxybenzyl)-6-phenyl-[1,2,4]triazolo[4,3-a]pyridine). Solvent: ClCCl (dichloromethane), ClCCl (dichloromethane). Run at temperature 0 celsius, time 2 hour. The product is C1(=CC=CC=C1)C=1C=CC=2N(C1)C(=NN2)CC2=CC=C(C=C2)O (4-((6-phenyl-[1,2,4]triazolo[4,3-a]pyridin-3-yl)methyl)phenol). Reaction SMILES: C[O:2][C:3]1[CH:24]=[CH:23][C:6]([CH2:7][C:8]2[N:12]3[CH:13]=[C:14]([C:17]4[CH:22]=[CH:21][CH:20]=[CH:19][CH:18]=4)[CH:15]=[CH:16][C:11]3=[N:10][N:9]=2)=[CH:5][CH:4]=1.B(Br)(Br)Br>ClCCl>[C:17]1([C:14]2[CH:15]=[CH:16][C:11]3[N:12]([C:8]([CH2:7][C:6]4[CH:5]=[CH:4][C:3]([OH:2])=[CH:24][CH:23]=4)=[N:9][N:10]=3)[CH:13]=2)[CH:22]=[CH:21][CH:20]=[CH:19][CH:18]=1. Procedure details: 3-(4-Methoxybenzyl)-6-phenyl-[1,2,4]triazolo[4,3-a]pyridine (0.057 g, 0.18 mmol) was dissolved in dichloromethane (2.5 mL) then cooled to 0° C. A 1M solution of boron tribromide (0.72 ml, 0.72 mmol) in dichloromethane was added slowly. The reaction mixture was stirred at 0° C. for 2 hours. A precipitate was present in the reaction mixture. The reaction was quenched with ice chips and stirred overnight at room temperature. A solid remained in the mixture. The reaction mixture was diluted with dic...